From a dataset of the Open Reaction Database (ORD), a public repository of structured organic reaction records. describe an organic reaction: reactants, conditions, products, and yield Reactants: O=C1CCC(=O)N1Br, N#CCNC(=O)C1CCCCC1NC(=O)c1cc2ccc(Cl)cc2n1CCCO, CS(=O)[O-], [I-], [Na+], [Na+], CN(C)C=O, c1ccc(P(c2ccccc2)c2ccccc2)cc1. Product: CS(=O)(=O)CCCn1c(C(=O)NC2CCCCC2C(=O)NCC#N)cc2ccc(Cl)cc21. RXN SMILES: [Br:49][N:50]1[C:51](=[O:52])[CH2:53][CH2:54][C:55]1=[O:56].[C:1](#[N:2])[CH2:3][NH:4][C:5](=[O:6])[CH:7]1[CH:8]([NH:13][C:14](=[O:15])[c:16]2[n:17]([CH2:26][CH2:27][CH2:28][OH:29])[c:18]3[cH:19][c:20]([Cl:25])[cH:21][cH:22][c:23]3[cH:24]2)[CH2:9][CH2:10][CH2:11][CH2:12]1.[CH3:57][S:58](=[O:59])[O-:60].[I-:63].[Na+:61].[Na+:62].[O:64]=[CH:65][N:66]([CH3:67])[CH3:68].[c:30]1([P:31]([c:32]2[cH:33][cH:34][cH:35][cH:36][cH:37]2)[c:38]2[cH:39][cH:40][cH:41][cH:42][cH:43]2)[cH:44][cH:45][cH:46][cH:47][cH:48]1>>[C:1](#[N:2])[CH2:3][NH:4][C:5](=[O:6])[CH:7]1[CH:8]([NH:13][C:14](=[O:15])[c:16]2[n:17]([CH2:26][CH2:27][CH2:28][S:58]([CH3:57])(=[O:59])=[O:60])[c:18]3[cH:19][c:20]([Cl:25])[cH:21][cH:22][c:23]3[cH:24]2)[CH2:9][CH2:10][CH2:11][CH2:12]1. Reactants: COC1=CC=C(C=C1)N1C=NC=2C=[N+](C=3C=CC=CC3C21)[O-] (1-(4-methoxyphenyl)-1H-imidazo[4,5-c]quinolin-5-oxide), C(C)(=O)OC(C)=O (acetic anhydride). Product: OC1=NC=2C=CC=CC2C2=C1N=CN2C2=CC=C(C=C2)OC (4-hydroxy-1-(4-methoxyphenyl)-1H-imidazo[4,5-c]quinoline). As a reaction SMILES: [CH3:1][O:2][C:3]1[CH:8]=[CH:7][C:6]([N:9]2[C:21]3[C:20]4[CH:19]=[CH:18][CH:17]=[CH:16][C:15]=4[N+:14]([O-])=[CH:13][C:12]=3[N:11]=[CH:10]2)=[CH:5][CH:4]=1.C(OC(=O)C)(=[O:25])C>>[OH:25][C:13]1[C:12]2[N:11]=[CH:10][N:9]([C:6]3[CH:7]=[CH:8][C:3]([O:2][CH3:1])=[CH:4][CH:5]=3)[C:21]=2[C:20]2[CH:19]=[CH:18][CH:17]=[CH:16][C:15]=2[N:14]=1. Procedure: Using the method of Example 133, 1-(4-methoxyphenyl)-1H-imidazo[4,5-c]quinolin-5-oxide (from Exmaple 86) was reacted with acetic anhydride to provide 4-hydroxy-1-(4-methoxyphenyl)-1H-imidazo[4,5-c]quinoline m.p. >300° C. after recrystallization from N,N-dimethylformamide. Analysis: Calculated for C17H13N3O2 : %C, 70.1; %H, 4.5; %N, 14.4; Found: %C, 70.0; %H, 4.4; %N, 14.5. Reactants: C(C)(C)(C)OC(NC1CN(CC1)C1=NC=CN=C1OCC1=CC=NC=C1)=O ({1-[3-(pyridin-4-ylmethoxy)-pyrazin-2-yl]-pyrrolidin-3-yl}-carbamic acid tert-butyl ester), C(=O)(C(F)(F)F)O.C(Cl)Cl (TFA DCM). Conditions: time 1 hour. Product: N1=CC=C(C=C1)COC=1C(=NC=CN1)N1CC(CC1)N (1-[3-(Pyridin-4-ylmethoxy)-pyrazin-2-yl]-pyrrolidin-3-ylamine). Isolated yield 170.1%. Reaction SMILES: C(OC(=O)[NH:7][CH:8]1[CH2:12][CH2:11][N:10]([C:13]2[C:18]([O:19][CH2:20][C:21]3[CH:26]=[CH:25][N:24]=[CH:23][CH:22]=3)=[N:17][CH:16]=[CH:15][N:14]=2)[CH2:9]1)(C)(C)C.C(O)(C(F)(F)F)=O.C(Cl)Cl>>[N:24]1[CH:25]=[CH:26][C:21]([CH2:20][O:19][C:18]2[C:13]([N:10]3[CH2:11][CH2:12][CH:8]([NH2:7])[CH2:9]3)=[N:14][CH:15]=[CH:16][N:17]=2)=[CH:22][CH:23]=1 |f:1.2|. Procedure: To compound {1-[3-(pyridin-4-ylmethoxy)-pyrazin-2-yl]-pyrrolidin-3-yl}-carbamic acid tert-butyl ester (1 g, 2.6 mmole) was added 50% TFA/DCM. The mixture was stirred for 1 hour, and concentrated in vacuo to give 1-[3-(Pyridin-4-ylmethoxy)-pyrazin-2-yl]-pyrrolidin-3-ylamine (1.2 g, 100% yield). Starting materials: [Al+3], [Al+3], [Al+3], CCOC(=O)c1c(C)nc(SCc2ccc(OC)cc2)n1C, [Cl-], [Cl-], [Cl-], [H-], [H-], [H-], [H-], [H-], [H-], [H-], [Li+], [Na+], [OH-], O. The product is COc1ccc(CSc2nc(C)c(CO)n2C)cc1. Reaction SMILES: [Al+3:24].[Al+3:28].[Al+3:34].[C:1](=[O:2])([O:3][CH2:4][CH3:5])[c:6]1[c:7]([CH3:22])[n:8][c:9]([S:12][CH2:13][c:14]2[cH:15][cH:16][c:17]([O:20][CH3:21])[cH:18][cH:19]2)[n:10]1[CH3:11].[Cl-:33].[Cl-:35].[Cl-:36].[H-:23].[H-:25].[H-:26].[H-:27].[H-:30].[H-:31].[H-:32].[Li+:29].[Na+:38].[OH-:37].[OH2:39]>>[CH2:1]([OH:2])[c:6]1[c:7]([CH3:22])[n:8][c:9]([S:12][CH2:13][c:14]2[cH:15][cH:16][c:17]([O:20][CH3:21])[cH:18][cH:19]2)[n:10]1[CH3:11].